Dataset: the Open Reaction Database (ORD), a public repository of structured organic reaction records. Task: describe an organic reaction: reactants, conditions, products, and yield The reactants are C1(CCCC1)C=O (cyclopentanecarbaldehyde), N1CCCCC1 (piperidine), ClC1=CC=C2CC(NC2=C1)=O (6-chlorooxindole), E- and Z-6-Chloro-3-cyclopentylmethylene-1,3-dihydro-indol-2-one. Run in CO (methanol). Product: ClC1=CC=C2/C(/C(NC2=C1)=O)=C/C1CCCC1 (Z-6-chloro-3-cyclopentylmethylene-1,3-dihydro-indol-2-one). As a reaction SMILES: [Cl:1][C:2]1[CH:10]=[C:9]2[C:5]([CH2:6][C:7](=[O:11])[NH:8]2)=[CH:4][CH:3]=1.[CH:12]1([CH:17]=O)[CH2:16][CH2:15][CH2:14][CH2:13]1.N1CCCCC1>CO>[Cl:1][C:2]1[CH:10]=[C:9]2[C:5](/[C:6](=[CH:17]/[CH:12]3[CH2:16][CH2:15][CH2:14][CH2:13]3)/[C:7](=[O:11])[NH:8]2)=[CH:4][CH:3]=1. Reported procedure: In a manner similar to the method described in example 1a, 6-chlorooxindole (1.16 g, 6.59 mmol) was reacted with cyclopentanecarbaldehyde (0.77 g, 7.85 mmol) (Wiley) and piperidine (0.67 g, 7.85 mmol) in methanol to give a mixture of E- and Z-6-Chloro-3-cyclopentylmethylene-1,3-dihydro-indol-2-one as a brown oil (Yield 0.8 g, 49%).